From a dataset of the Open Reaction Database (ORD), a public repository of structured organic reaction records. describe an organic reaction: reactants, conditions, products, and yield Reactants: B(O)(O)C1=CC(=C(C(=O)O)C=C1)F (4-borono-2-fluorobenzoic acid), CS(=O)(=O)C=1C=C(C=CC1)CN ((3-(methylsulfonyl)phenyl)-methanamine), CCN(C(C)C)C(C)C (DIEA), CN(C)C(=[N+](C)C)ON1C2=C(C=CC=C2)N=N1.[B-](F)(F)(F)F (TBTU). Run in CN(C)C=O (DMF), O (water). Run at time 2 day. Yields the product FC=1C=C(C=CC1C(NCC1=CC(=CC=C1)S(=O)(=O)C)=O)B(O)O (3-fluoro-4-(3-(methylsulfonyl)benzylcarbamoyl)-phenylboronic acid). Isolated yield 88.3%. RXN SMILES: [B:1]([C:4]1[CH:12]=[CH:11][C:7]([C:8]([OH:10])=O)=[C:6]([F:13])[CH:5]=1)([OH:3])[OH:2].[CH3:14][S:15]([C:18]1[CH:19]=[C:20]([CH2:24][NH2:25])[CH:21]=[CH:22][CH:23]=1)(=[O:17])=[O:16].CCN(C(C)C)C(C)C.CN(C(ON1N=NC2C=CC=CC1=2)=[N+](C)C)C.[B-](F)(F)(F)F>CN(C=O)C.O>[F:13][C:6]1[CH:5]=[C:4]([B:1]([OH:2])[OH:3])[CH:12]=[CH:11][C:7]=1[C:8](=[O:10])[NH:25][CH2:24][C:20]1[CH:21]=[CH:22][CH:23]=[C:18]([S:15]([CH3:14])(=[O:17])=[O:16])[CH:19]=1 |f:3.4|. Procedure details: A mixture of 4-borono-2-fluorobenzoic acid (218 mg, 1.2 mmol), (3-(methylsulfonyl)phenyl)-methanamine (200 mg, 1.08 mmol), DIEA (0.754 mL, 4.32 mmol) and TBTU (381 mg, 1.2 mmol) in DMF (2 mL) was stirred at room temperature for 2 days, then the reaction mixture was diluted with water (10 mL), and product precipitated out as gum, and the supernatant was separated via centrifugation, and the gummy residue was sonicated with water (3 mL), and the gummy residue was further dried under high vacuum yi... Starting materials: ClCC=1C(=NC2=C(C=CC=C2C1)C)C1=C(C=CC=C1)C (3-(chloromethyl)-8-methyl-2-o-tolyl-quinoline), [N-]=[N+]=[N-].[Na+] (NaN3). The solvent is CS(=O)C (DMSO). The product is CC=1C=CC=C2C=C(C(=NC12)C1=C(C=CC=C1)C)CN ((8-methyl-2-o-tolylquinolin-3-yl)methanamine). RXN SMILES: Cl[CH2:2][C:3]1[C:4]([C:14]2[CH:19]=[CH:18][CH:17]=[CH:16][C:15]=2[CH3:20])=[N:5][C:6]2[C:11]([CH:12]=1)=[CH:10][CH:9]=[CH:8][C:7]=2[CH3:13].[N-:21]=[N+]=[N-].[Na+]>CS(C)=O>[CH3:13][C:7]1[CH:8]=[CH:9][CH:10]=[C:11]2[C:6]=1[N:5]=[C:4]([C:14]1[CH:19]=[CH:18][CH:17]=[CH:16][C:15]=1[CH3:20])[C:3]([CH2:2][NH2:21])=[CH:12]2 |f:1.2|. Procedure details: Prepared according to Procedure D using 3-(chloromethyl)-8-methyl-2-o-tolyl-quinoline (667 mg, 2.4 mmol) in DMSO (10 mL) was added NaN3 (500 mg, 3 eq). After purification, (8-methyl-2-o-tolylquinolin-3-yl)methanamine was obtained as pale yellow oil. Starting materials: CCN(C(C)C)C(C)C (DIEA), CC(=O)OC(=O)C (Ac2O), NCC1CCC1C1=NC(=C2N1C=CN=C2N)C2=CC=C1C=CC(=NC1=C2)C2=CC=CC=C2 (3-[4-(aminomethyl)cyclobutyl]-1-(2-phenylquinolin-7-yl)imidazo[1,5-a]pyrazin-8-amine). Reaction conditions: time 1.5 hour. Reported procedure: A suspension of 3-[4-(aminomethyl)cyclobutyl]-1-(2-phenylquinolin-7-yl)imidazo[1,5-a]pyrazin-8-amine (0.237 mmol, 100. mg) in DCM (6 mL) was charged with DIEA (0.475 mmol, 83 μL) and Ac2O (0.237 mmol, 22.43 μL) at −40° C. The reaction solution was warmed to rt slowly and stirred under N2 for 1.5 h. The reaction was quenched with water (3 mL), diluted with methylene chloride (20 mL), washed with water (30 mL) and brine (30 mL), and dried (Na2SO4). The filtrate was concentrated under reduced press... Product: NC=1C=2N(C=CN1)C(=NC2C2=CC=C1C=CC(=NC1=C2)C2=CC=CC=C2)[C@H]2C[C@H](C2)CNC(C)=O (cis-N-{[3-(8-Amino-1-(2-phenylquinolin-7-yl)imidazo[1,5-a]pyrazin-3-yl) cyclobutyl]-methyl}acetamide). RXN SMILES: NC[CH:3]1[CH:6]([C:7]2[N:11]3[CH:12]=[CH:13][N:14]=[C:15]([NH2:16])[C:10]3=[C:9]([C:17]3[CH:26]=[C:25]4[C:20]([CH:21]=[CH:22][C:23]([C:27]5[CH:32]=[CH:31][CH:30]=[CH:29][CH:28]=5)=[N:24]4)=[CH:19][CH:18]=3)[N:8]=2)[CH2:5][CH2:4]1.[CH3:33][CH2:34][N:35]([CH:39](C)C)C(C)C.CC(OC(C)=O)=[O:44]>C(Cl)Cl>[NH2:16][C:15]1[C:10]2[N:11]([C:7]([C@@H:6]3[CH2:3][C@H:4]([CH2:39][NH:35][C:34](=[O:44])[CH3:33])[CH2:5]3)=[N:8][C:9]=2[C:17]2[CH:18]=[C:19]3[C:20]([CH:21]=[CH:22][C:23]([C:27]4[CH:32]=[CH:31][CH:30]=[CH:29][CH:28]=4)=[N:24]3)=[CH:25][CH:26]=2)[CH:12]=[CH:13][N:14]=1. Solvent: C(Cl)Cl (DCM). The reactants are COC1=CC=C(C=C1)C1=C(N(C2=CC=C(C=C12)O)CCC)C (3-(4-methoxyphenyl)-2-methyl-1-propyl-1H-indole-5-ol), BrC(C(=O)O)(C)C (2-bromo-2-methyl-propanoic acid), C([O-])([O-])=O.[K+].[K+] (potassium carbonate). Run in CC(=O)C (acetone). Product: COC1=CC=C(C=C1)C1=C(N(C2=CC=C(C=C12)OC(C(=O)O)(C)C)CCC)C (2-[3-(4-Methoxy-phenyl)-2-methyl-1-propyl-1H-indole-5-yloxy]-2-methylpropanoic acid). As a reaction SMILES: [CH3:1][O:2][C:3]1[CH:8]=[CH:7][C:6]([C:9]2[C:17]3[C:12](=[CH:13][CH:14]=[C:15]([OH:18])[CH:16]=3)[N:11]([CH2:19][CH2:20][CH3:21])[C:10]=2[CH3:22])=[CH:5][CH:4]=1.Br[C:24]([CH3:29])([CH3:28])[C:25]([OH:27])=[O:26].C(=O)([O-])[O-].[K+].[K+]>CC(C)=O>[CH3:1][O:2][C:3]1[CH:8]=[CH:7][C:6]([C:9]2[C:17]3[C:12](=[CH:13][CH:14]=[C:15]([O:18][C:24]([CH3:29])([CH3:28])[C:25]([OH:27])=[O:26])[CH:16]=3)[N:11]([CH2:19][CH2:20][CH3:21])[C:10]=2[CH3:22])=[CH:5][CH:4]=1 |f:2.3.4|. Reported procedure: A mixture of 5.9 g (0.02 mole) of 3-(4-methoxyphenyl)-2-methyl-1-propyl-1H-indole-5-ol, 5.1 g (0.03 mole) of 2-bromo-2-methyl-propanoic acid, and 15 g of potassium carbonate was refluxed in 100 ml of acetone for 48 hours. The acetone was removed in vacuo, and the residue was acidified with 2N hydrochloric acid. After extraction with ethyl acetate, the extracts were dried over sodium sulfate and evaporated. The residue obtained was purified by chromatography on silicagel (eluant: chloroform/metha... Starting materials: O=C1C[C@@H](CC1)C(=O)OCC1=CC=CC=C1 ((R)-benzyl 3-oxocyclopentanecarboxylate), O (water), [C-]#N.[Na+] (sodium cyanide), C([O-])([O-])=O.[NH4+].[NH4+] (ammonium carbonate). The solvent is C(C)O (ethanol). Run at temperature 70 celsius, time 10 minute. The product is O=C1NC2(C(N1)=O)C[C@@H](CC2)C(=O)OCC2=CC=CC=C2 ((7R)-benzyl 2,4-dioxo-1,3-diazaspiro[4.4]nonane-7-carboxylate). Reaction SMILES: O=[C:2]1[CH2:6][CH2:5][C@@H:4]([C:7]([O:9][CH2:10][C:11]2[CH:16]=[CH:15][CH:14]=[CH:13][CH:12]=2)=[O:8])[CH2:3]1.[C-:17]#[N:18].[Na+].[C:20](=[O:23])([O-])[O-].[NH4+:24].[NH4+].[OH2:26]>C(O)C>[O:26]=[C:17]1[NH:24][C:20](=[O:23])[C:2]2([CH2:6][CH2:5][C@@H:4]([C:7]([O:9][CH2:10][C:11]3[CH:16]=[CH:15][CH:14]=[CH:13][CH:12]=3)=[O:8])[CH2:3]2)[NH:18]1 |f:1.2,3.4.5|. Reported procedure: To (R)-benzyl 3-oxocyclopentanecarboxylate (0.5 g, 2.291 mmol) in ethanol (5 mL) were sequentially added sodium cyanide (0.281 g, 5.73 mmol), ammonium carbonate (2.86 g, 29.8 mmol) and water (5.00 mL) at room temperature. The contents were heated at 70° C. (oil bath temp.) for 3 hours. The reaction mixture was kept at room temperature for 10 min. Solid separates out. The solid was filtered and washed with water (3×10 mL). The solid was dried overnight under vacuum (155 mg, 0.538 mmol, 23.5%) and...